Dataset: the Open Reaction Database (ORD), a public repository of structured organic reaction records. Task: describe an organic reaction: reactants, conditions, products, and yield The reactants are [Al+3], C1CCOC1, CS(=O)(=O)Nc1ccc(C#N)c(Cl)c1, [H-], [H-], [H-], [H-], I, [Li+], N#N. The product is CS(=O)(=O)Nc1ccc(CN)c(Cl)c1. RXN SMILES: [Al+3:2].[CH2:24]1[O:25][CH2:26][CH2:27][CH2:28]1.[Cl:10][c:11]1[cH:12][c:13]([NH:19][S:20](=[O:21])(=[O:22])[CH3:23])[cH:14][cH:15][c:16]1[C:17]#[N:18].[H-:1].[H-:4].[H-:5].[H-:6].[I:7].[Li+:3].[N:8]#[N:9]>>[Cl:10][c:11]1[cH:12][c:13]([NH:19][S:20](=[O:21])(=[O:22])[CH3:23])[cH:14][cH:15][c:16]1[CH2:17][NH2:18]. Reactants: C(C=C)OC1=C(C=C(C(=O)OC)C=C1)I (Methyl 4-(allyloxy)-3-iodobenzoate), C(=O)([O-])[O-].[Na+].[Na+] (Na2CO3), C(=O)[O-].[Na+] (sodium formate). Reagents/catalysts: [N+](CCCC)(CCCC)(CCCC)CCCC.[Cl-].O (n-Bu4NCl.H2O), CC(=O)[O-].CC(=O)[O-].[Pd+2] (Pd(OAc)2). The solvent is CN(C)C=O (DMF). Conditions: temperature 80 celsius. The product is CC1=COC2=C1C=C(C=C2)C(=O)OC (methyl 3-methyl-1-benzofuran-5-carboxylate). Isolated yield 43.7%. RXN SMILES: [CH2:1]([O:4][C:5]1[CH:14]=[CH:13][C:8]([C:9]([O:11][CH3:12])=[O:10])=[CH:7][C:6]=1I)[CH:2]=[CH2:3].C([O-])([O-])=O.[Na+].[Na+].C([O-])=O.[Na+]>[N+](CCCC)(CCCC)(CCCC)CCCC.[Cl-].O.CN(C=O)C.CC([O-])=O.CC([O-])=O.[Pd+2]>[CH3:3][C:2]1[C:6]2[CH:7]=[C:8]([C:9]([O:11][CH3:12])=[O:10])[CH:13]=[CH:14][C:5]=2[O:4][CH:1]=1 |f:1.2.3,4.5,6.7.8,10.11.12|. Reported procedure: Methyl 4-(allyloxy)-3-iodobenzoate (587 mg, 1.84 mmol) is combined with Pd(OAc)2 (5%, 20 mg, 0.1 mmol), Na2CO3 (487 mg, 4.6 mmol), sodium formate (125 mg, 1.8 mmol) and n-Bu4NCl.H2O (561 mg, 2.0 mmol) in DMF (5 mL) and heated to 80° C. for 2 days. The mixture is concentrated under high vacuum and partitioned between 50% saturated NaCl (10 mL) and CH2Cl2 (4×10 mL). The combined organics are washed with 5% HCl (10 mL), dried (Na2SO4) and concentrated to a brown oil. The crude material is chromatog... Reactants: C(#N)C(C1=NC(=CC=C1[N+](=O)[O-])Cl)C1=CC=CC=C1 (2-(cyanophenylmethyl)-3-nitro-6-chloropyridine), ice water, [Mn](=O)(=O)(=O)[O-] (permanganate), [O-]C#N.[K+] (potassium cyanate), ice, N (ammonia), OO (H2O2). Run in O (water), O (water), CC(=O)C (acetone). Conditions: temperature 15 celsius. Product: C(C1=CC=CC=C1)(=O)C1=NC(=CC=C1[N+](=O)[O-])Cl (2-benzoyl-3-nitro-6-chloropyridine). RXN SMILES: C([CH:3]([C:14]1[CH:19]=[CH:18][CH:17]=[CH:16][CH:15]=1)[C:4]1[C:9]([N+:10]([O-:12])=[O:11])=[CH:8][CH:7]=[C:6]([Cl:13])[N:5]=1)#N.[O-:20]C#N.[K+].OO.[Mn]([O-])(=O)(=O)=O.N>CC(C)=O.O>[C:3]([C:4]1[C:9]([N+:10]([O-:12])=[O:11])=[CH:8][CH:7]=[C:6]([Cl:13])[N:5]=1)(=[O:20])[C:14]1[CH:19]=[CH:18][CH:17]=[CH:16][CH:15]=1 |f:1.2|. Procedure details: Five hundred forty eight grams (2 moles) of 2-(cyanophenylmethyl)-3-nitro-6-chloropyridine were suspended in 3 liters of acetone and these were simultaneously dropped in at 37°C. a solution of 325 grams of potassium cyanate (4 moles) in 1 liter of water and a solution of 435 ml of 30% H2O2 (4.05 moles) in 800 ml of water. The reaction vessel was cooled with ice water. Both solutions were added within 45 minutes. After the end of the addition the color of the solution turned from the initial perm... Starting materials: CCN(C(C)C)C(C)C, O=C(O)c1ccc2nc(-c3c(Cl)cccc3Cl)[nH]c2c1, NCCc1cccc(Cl)c1, [Na+], CN(C)C=O, [OH-]. Product: O=C(NCCc1cccc(Cl)c1)c1ccc2nc(-c3c(Cl)cccc3Cl)[nH]c2c1. As a reaction SMILES: [CH:31]([N:32]([CH2:33][CH3:34])[CH:35]([CH3:36])[CH3:37])([CH3:38])[CH3:39].[Cl:1][c:2]1[c:3](-[c:9]2[nH:10][c:11]3[c:12]([n:13]2)[cH:14][cH:15][c:16]([C:18](=[O:19])[OH:20])[cH:17]3)[c:4]([Cl:8])[cH:5][cH:6][cH:7]1.[Cl:21][c:22]1[cH:23][c:24]([CH2:25][CH2:26][NH2:27])[cH:28][cH:29][cH:30]1.[Na+:41].[O:42]=[CH:43][N:44]([CH3:45])[CH3:46].[OH-:40]>>[Cl:1][c:2]1[c:3](-[c:9]2[nH:10][c:11]3[c:12]([n:13]2)[cH:14][cH:15][c:16]([C:18](=[O:19])[NH:27][CH2:26][CH2:25][c:24]2[cH:23][c:22]([Cl:21])[cH:30][cH:29][cH:28]2)[cH:17]3)[c:4]([Cl:8])[cH:5][cH:6][cH:7]1. Starting materials: CCN=C=NCCCN(C)C, COCCCCCOC1CCN(c2ccc(-c3nn4cc(-c5ccc(C(=O)O)cc5)nc4s3)cc2)CC1, ClCCl, Cl, On1nnc2ccccc21. Yields the product COCCCCCOC1CCN(c2ccc(-c3nn4cc(-c5ccc(C(=O)On6nnc7ccccc76)cc5)nc4s3)cc2)CC1. Reaction SMILES: [CH2:49]([N:50]=[C:51]=[N:52][CH2:53][CH2:54][CH2:55][N:56]([CH3:57])[CH3:58])[CH3:59].[CH3:1][O:2][CH2:3][CH2:4][CH2:5][CH2:6][CH2:7][O:8][CH:9]1[CH2:10][CH2:11][N:12]([c:15]2[cH:16][cH:17][c:18](-[c:21]3[n:22][n:23]4[c:24]([s:25]3)[n:26][c:27](-[c:29]3[cH:30][cH:31][c:32]([C:33](=[O:34])[OH:35])[cH:36][cH:37]3)[cH:28]4)[cH:19][cH:20]2)[CH2:13][CH2:14]1.[Cl:60][CH2:61][Cl:62].[ClH:48].[OH:38][n:39]1[n:40][n:41][c:42]2[c:43]1[cH:44][cH:45][cH:46][cH:47]2>>[CH3:1][O:2][CH2:3][CH2:4][CH2:5][CH2:6][CH2:7][O:8][CH:9]1[CH2:10][CH2:11][N:12]([c:15]2[cH:16][cH:17][c:18](-[c:21]3[n:22][n:23]4[c:24]([s:25]3)[n:26][c:27](-[c:29]3[cH:30][cH:31][c:32]([C:33]([O:34][n:39]5[n:40][n:41][c:42]6[c:43]5[cH:44][cH:45][cH:46][cH:47]6)=[O:35])[cH:36][cH:37]3)[cH:28]4)[cH:19][cH:20]2)[CH2:13][CH2:14]1. The reactants are COC=1C=C(CC2NCCC3=C(C=CC(=C23)OCC2=CC=CC=C2)OC)C=CC1OC (1-(3,4-Dimethoxy-benzyl)-8-benzyloxy-5-methoxy-1,2,3,4-tetrahydroisoquinoline), BrCC(=O)Br (2-bromoacetyl bromide), N1=C(C=CC=C1)CN (2-picolylamine). Product: COC=1C=C(CC2N(CCC3=C(C=CC(=C23)OCC2=CC=CC=C2)OC)CC(=O)NCC2=NC=CC=C2)C=CC1OC (2-[1-(3,4-Dimethoxy-benzyl)-8-benzyloxy-5-methoxy-3,4-dihydro-1H-isoquinolin-2-yl]-N-(pyridin-2-yl-methyl)-acetamide). RXN SMILES: [CH3:1][O:2][C:3]1[CH:4]=[C:5]([CH:27]=[CH:28][C:29]=1[O:30][CH3:31])[CH2:6][CH:7]1[C:16]2[C:11](=[C:12]([O:25][CH3:26])[CH:13]=[CH:14][C:15]=2[O:17][CH2:18][C:19]2[CH:24]=[CH:23][CH:22]=[CH:21][CH:20]=2)[CH2:10][CH2:9][NH:8]1.Br[CH2:33][C:34](Br)=[O:35].[N:37]1[CH:42]=[CH:41][CH:40]=[CH:39][C:38]=1[CH2:43][NH2:44]>>[CH3:1][O:2][C:3]1[CH:4]=[C:5]([CH:27]=[CH:28][C:29]=1[O:30][CH3:31])[CH2:6][CH:7]1[C:16]2[C:11](=[C:12]([O:25][CH3:26])[CH:13]=[CH:14][C:15]=2[O:17][CH2:18][C:19]2[CH:24]=[CH:23][CH:22]=[CH:21][CH:20]=2)[CH2:10][CH2:9][N:8]1[CH2:33][C:34]([NH:44][CH2:43][C:38]1[CH:39]=[CH:40][CH:41]=[CH:42][N:37]=1)=[O:35]. Procedure: prepared by reaction of 1-(3,4-Dimethoxy-benzyl)-8-benzyloxy-5-methoxy-1,2,3,4-tetrahydroisoquinoline and 2-bromoacetyl bromide with 2-picolylamine Starting materials: C(CCCC#C)C12S(CC(CS1)(CS2)CCC)=O (1-(hex-5-ynyl)-4-n-propyl-2,6,7-trithiabicyclo[2.2.2]octane-2-oxide), S(=O)(=O)([O-])[O-].[Mg+2] (magnesium sulphate), [Mn](=O)(=O)(=O)[O-].[K+] (potassium permanganate). Reaction SMILES: [CH2:1]([C:7]12[S:14][CH2:13][C:10]([CH2:15][CH2:16][CH3:17])([CH2:11][S:12]1)[CH2:9][S:8]2=[O:18])[CH2:2][CH2:3][CH2:4][C:5]#[CH:6].S([O-])([O-])(=O)=[O:20].[Mg+2].[Mn]([O-])(=O)(=O)=O.[K+]>CC(C)=O>[CH2:1]([C:7]12[S:12][CH2:11][C:10]([CH2:15][CH2:16][CH3:17])([CH2:13][S:14]1)[CH2:9][S:8]2(=[O:20])=[O:18])[CH2:2][CH2:3][CH2:4][C:5]#[CH:6] |f:1.2,3.4|. Solvent: CC(=O)C (acetone), CC(=O)C (acetone). Conditions: time 72 hour. Reported procedure: To a stirred solution of 1-(hex-5-ynyl)-4-n-propyl-2,6,7-trithiabicyclo[2.2.2]octane-2-oxide (0.302 g.) in dry acetone (120 ml) containing anhydrous magnesium sulphate (0.75 g) at -20° C. was added a solution of potassium permanganate (0.24 g) in dry acetone (25 ml). The mixture was allowed to warm to 20° and stirred for 72 hours. The colourless mixture was filtered through kieselguhr and the solid residue was washed with acetone. The filtrates were evaporated in vacuo and a colourless solid res... The product is C(CCCC#C)C12S(CC(CS1)(CS2)CCC)(=O)=O (1-(Hex-5-ynyl)-4-n-propyl-2,6,7-trithiabicyclo[2.2.2]octane-2,2-dioxide), solid. Starting materials: COC=1C=C2C(=CC=NC2=CC1OC)OC1=C(C(=C(N)C=C1)C)C (4-[(6,7-Dimethoxy-4-quinolyl)oxy]-2,3-dimethylaniline), ClC(Cl)(OC(OC(Cl)(Cl)Cl)=O)Cl (triphosgene), C([O-])(O)=O.[Na+] (sodium bicarbonate), CCC(CC)O (3-pentanol). Run in C(C)N(CC)CC (triethylamine), C1(=CC=CC=C1)C (toluene), C(Cl)Cl (methylene chloride). The product is COC=1C=C2C(=CC=NC2=CC1OC)OC1=C(C(=C(C=C1)NC(OC(CC)CC)=O)C)C (1-Ethylpropyl N-{4-[(6,7-dimethoxy-4-quinolyl)oxy]-2,3-dimethylphenyl}carbamate). Isolated yield 91.7%. As a reaction SMILES: [CH3:1][O:2][C:3]1[CH:4]=[C:5]2[C:10](=[CH:11][C:12]=1[O:13][CH3:14])[N:9]=[CH:8][CH:7]=[C:6]2[O:15][C:16]1[CH:22]=[CH:21][C:19]([NH2:20])=[C:18]([CH3:23])[C:17]=1[CH3:24].Cl[C:26](Cl)([O:28]C(=O)OC(Cl)(Cl)Cl)Cl.[CH3:37][CH2:38][CH:39]([OH:42])[CH2:40][CH3:41].C(=O)(O)[O-].[Na+]>C(Cl)Cl.C(N(CC)CC)C.C1(C)C=CC=CC=1>[CH3:1][O:2][C:3]1[CH:4]=[C:5]2[C:10](=[CH:11][C:12]=1[O:13][CH3:14])[N:9]=[CH:8][CH:7]=[C:6]2[O:15][C:16]1[CH:22]=[CH:21][C:19]([NH:20][C:26](=[O:28])[O:42][CH:39]([CH2:40][CH3:41])[CH2:38][CH3:37])=[C:18]([CH3:23])[C:17]=1[CH3:24] |f:3.4|. Procedure: 4-[(6,7-Dimethoxy-4-quinolyl)oxy]-2,3-dimethylaniline (50 mg) was added to toluene (5 ml), and triethylamine (0.5 ml), and the mixture was heated under reflux to prepare a solution. A solution of triphosgene (68 mg) in methylene chloride was then added thereto, and the mixture was heated under reflux for 10 min. Next, 3-pentanol (20 mg) was added thereto, and the mixture was further stirred with heating under reflux for 3 hr. A saturated aqueous sodium bicarbonate solution was added to stop the ... RXN SMILES: [CH3:14][c:15]1[cH:16][c:17](=[S:20])[s:18][s:19]1.[CH3:1][OH:2].[Mg:3].[O:4]=[CH:5][CH:6]=[CH:7][c:8]1[cH:9][cH:10][cH:11][cH:12][cH:13]1.[OH2:21]>>[CH:5]([CH:6]=[CH:7][c:8]1[cH:9][cH:10][cH:11][cH:12][cH:13]1)=[CH:14][c:15]1[cH:16][c:17](=[S:20])[s:18][s:19]1. Product: S=c1cc(C=CC=Cc2ccccc2)ss1. Starting materials: Cc1cc(=S)ss1, CO, [Mg], O=CC=Cc1ccccc1, O.